Dataset: the Open Reaction Database (ORD), a public repository of structured organic reaction records. Task: describe an organic reaction: reactants, conditions, products, and yield The reactants are Br, CC(C(=O)Nc1ccc([N+](=O)[O-])cc1C(=O)c1ccccc1Cl)N(Cc1ccccc1)C(=O)[O-], CC(=O)O. Product: CC1N=C(c2ccccc2Cl)c2cc([N+](=O)[O-])ccc2NC1=O. RXN SMILES: [BrH:35].[CH2:1]([c:6]1[cH:7][cH:9][cH:10][cH:11][cH:33]1)[N:8]([C:3](=[O:4])[O-:5])[CH:12]([CH3:13])[C:14]([NH:15][c:16]1[c:17]([C:25](=[O:2])[c:26]2[c:27]([Cl:32])[cH:28][cH:29][cH:30][cH:31]2)[cH:18][c:19]([N+:22](=[O:23])[O-:24])[cH:20][cH:21]1)=[O:34].[CH3:36][C:37](=[O:38])[OH:39]>>[N:8]1=[C:25]([c:26]2[c:27]([Cl:32])[cH:28][cH:29][cH:30][cH:31]2)[c:17]2[c:16]([cH:21][cH:20][c:19]([N+:22](=[O:23])[O-:24])[cH:18]2)[NH:15][C:14](=[O:34])[CH:12]1[CH3:13]. Starting materials: OC1=C(N)C=CC(=C1)F (2-hydroxy 4-fluoro aniline), BrC1=C(C=CC=C1)N=C=O (2-bromo phenyl isocyanate). Yields the product OC1=C(C=CC(=C1)F)NC(=O)NC1=C(C=CC=C1)Br (N-(2-hydroxy-4-fluoro phenyl) N′-(2-bromo phenyl)urea). RXN SMILES: [OH:1][C:2]1[CH:8]=[C:7]([F:9])[CH:6]=[CH:5][C:3]=1[NH2:4].[Br:10][C:11]1[CH:16]=[CH:15][CH:14]=[CH:13][C:12]=1[N:17]=[C:18]=[O:19]>>[OH:1][C:2]1[CH:8]=[C:7]([F:9])[CH:6]=[CH:5][C:3]=1[NH:4][C:18]([NH:17][C:12]1[CH:13]=[CH:14][CH:15]=[CH:16][C:11]=1[Br:10])=[O:19]. Reported procedure: The urea was prepared from 2-hydroxy 4-fluoro aniline (254 mg, 2 mmol) and 2-bromo phenyl isocyanate by general Method B. It was purified by dilution with methylene chloride and precipitation with hexane (173 mg, 26%). EI-MS m/z 325 (M+H)+ Reactants: C1=CC=CC=2C(C3=C(CCC21)C=CC=C3)CCN3CCCC3 (1-[2-(10,11-dihydro-5H-dibenzo[a,d]cyclohepten-5-yl)ethyl]pyrrolidine), C(C1=CC=CC=C1)(=O)[O-].[Na+] (sodium benzoate), [Li] (lithium), N (ammonia). Run in O1CCCC1 (tetrahydrofuran), C(C)(C)(C)O (t-butanol), O1CCCC1 (tetrahydrofuran). Reaction conditions: time 2.5 minute. The product is C1C=CCC=2C(C3=C(CCC21)C=CC=C3)CCN3CCCC3 (1-[2-(4,5,10,11-tetrahydro-1H-dibenzo[a,d]cyclohepten-5-yl)ethyl]pyrrolidine). As a reaction SMILES: [Li].N.[CH:3]1[C:13]2[CH2:12][CH2:11][C:10]3[CH:14]=[CH:15][CH:16]=[CH:17][C:9]=3[CH:8]([CH2:18][CH2:19][N:20]3[CH2:24][CH2:23][CH2:22][CH2:21]3)[C:7]=2[CH:6]=[CH:5][CH:4]=1.C([O-])(=O)C1C=CC=CC=1.[Na+]>O1CCCC1.C(O)(C)(C)C>[CH2:14]1[C:10]2[CH2:11][CH2:12][C:13]3[CH:3]=[CH:4][CH:5]=[CH:6][C:7]=3[CH:8]([CH2:18][CH2:19][N:20]3[CH2:21][CH2:22][CH2:23][CH2:24]3)[C:9]=2[CH2:17][CH:16]=[CH:15]1 |f:3.4,^1:0|. Reported procedure: 10.4 g of lithium are added to a mixture of 2.6 l of dry ammonia and 1.6 l of dry tetrahydrofuran at -50° under an argon atmosphere. After 2.5 minutes, the deep blue solution is treated while stirring well at -50° to -43° over a period of 6 minutes with a solution, pre-cooled to -50°, of 150 g of 1-[2-(10,11-dihydro-5H-dibenzo[a,d]cyclohepten-5-yl)ethyl]pyrrolidine and 351 g of t-butanol in 1.8 l of dry tetrahydrofuran. After completion of the addition, the dark blue mixture is stirred at -43° t...